From a dataset of the Open Reaction Database (ORD), a public repository of structured organic reaction records. describe an organic reaction: reactants, conditions, products, and yield Starting materials: CC(C)CC(=O)Cl, CC(C)CCN1C(=O)CC(=O)N(CCC(C)C)C1=O, ClCCl, c1ccncc1. Product: CC(C)CCN1C(=O)C(C(=O)CC(C)C)C(=O)N(CCC(C)C)C1=O. As a reaction SMILES: [C:26]([CH2:27][CH:28]([CH3:29])[CH3:30])(=[O:31])[Cl:32].[CH3:1][CH:2]([CH2:3][CH2:4][N:5]1[C:6](=[O:7])[N:8]([CH2:14][CH2:15][CH:16]([CH3:17])[CH3:18])[C:9](=[O:10])[CH2:11][C:12]1=[O:13])[CH3:19].[Cl:33][CH2:34][Cl:35].[cH:20]1[cH:21][cH:22][n:23][cH:24][cH:25]1>>[CH3:1][CH:2]([CH2:3][CH2:4][N:5]1[C:6](=[O:7])[N:8]([CH2:14][CH2:15][CH:16]([CH3:17])[CH3:18])[C:9](=[O:10])[CH:11]([C:26]([CH2:27][CH:28]([CH3:29])[CH3:30])=[O:31])[C:12]1=[O:13])[CH3:19]. Starting materials: [OH-].[K+] (potassium hydroxide), COCCO (ethylene glycol monomethyl ether), C1OC2=CC(=C(C=C2O1)[N+](=O)[O-])[N+](=O)[O-] (4,5-methylenedioxy-1,2-dinitrobenzene). Reaction conditions: temperature 45 celsius. Product: [N+](=O)([O-])C1=CC(=C(C=C1[N+](=O)[O-])O)OCCOC (4,5-dinitro-2-(β-methoxyethoxy)phenol). RXN SMILES: [OH-].[K+].[CH2:3]1[O:11][C:10]2[C:5](=[CH:6][C:7]([N+:15]([O-:17])=[O:16])=[C:8]([N+:12]([O-:14])=[O:13])[CH:9]=2)[O:4]1.[CH3:18][O:19][CH2:20]CO>>[N+:12]([C:8]1[C:7]([N+:15]([O-:17])=[O:16])=[CH:6][C:5]([OH:4])=[C:10]([O:11][CH2:3][CH2:18][O:19][CH3:20])[CH:9]=1)([O-:14])=[O:13] |f:0.1|. Reported procedure: 0.2 mol (13.2 g) of potassium hydroxide pellets (85%) is added to 100 ml of ethylene glycol monomethyl ether which has been heated beforehand to 45° C. 0.1 mol (21.2 g) of 4,5-methylenedioxy-1,2-dinitrobenzene, prepared according to Example 1, is added to this solution in the course of 5 minutes. The heating is maintained for 1 hour. Reactants: BrCCBr, CS(C)=O, [Cl-], COC(=O)c1cccc(CC#N)c1Cl, [H-], [NH4+], [Na+]. Yields the product COC(=O)c1cccc(C2(C#N)CC2)c1Cl. Reaction SMILES: [Br:17][CH2:18][CH2:19][Br:20].[CH3:23][S:24]([CH3:25])=[O:26].[Cl-:21].[Cl:1][c:2]1[c:3]([C:4](=[O:5])[O:6][CH3:7])[cH:8][cH:9][cH:10][c:11]1[CH2:12][C:13]#[N:14].[H-:15].[NH4+:22].[Na+:16]>>[Cl:1][c:2]1[c:3]([C:4](=[O:5])[O:6][CH3:7])[cH:8][cH:9][cH:10][c:11]1[C:12]1([C:13]#[N:14])[CH2:18][CH2:19]1. RXN SMILES: [ClH:1].[CH2:2]([O:4][C:5]([C:7]1[S:11][C:10]2[CH:12]=[CH:13][CH:14]=[C:15]([N:16]3[CH2:21][CH2:20][NH:19][CH2:18][CH2:17]3)[C:9]=2[CH:8]=1)=[O:6])[CH3:3].Br[CH2:23][CH2:24][CH2:25][C:26]1[CH:31]=[CH:30][CH:29]=[CH:28][CH:27]=1.C(=O)(O)[O-].[Na+]>CS(C)=O>[ClH:1].[CH2:2]([O:4][C:5]([C:7]1[S:11][C:10]2[CH:12]=[CH:13][CH:14]=[C:15]([N:16]3[CH2:17][CH2:18][N:19]([CH2:23][CH2:24][CH2:25][C:26]4[CH:31]=[CH:30][CH:29]=[CH:28][CH:27]=4)[CH2:20][CH2:21]3)[C:9]=2[CH:8]=1)=[O:6])[CH3:3] |f:0.1,3.4,6.7|. Procedure: In an analogous manner to example 6, the title compound (0.99 g) as a tan solid, mp 210.5°-213° C., is prepared from ethyl-4-(1-piperazinyl)-benzo[b]thiophene-2-carboxylate monohydrochloride (2.40 g, 8.27 mmol, prepared in example 5), dry dimethyl sulfoxide (45 mL), 1-bromo-3-phenylpropane (1.20 mL, 8.27 mmol) and sodium bicarbonate (0.69 g, 8.27 mmol). Recrystallize the title compound from warm methanol (10 mL); 1H NMR (DMSO-d6) δ 11.05 (bs), 7.76 (1H, d, J=8.2 Hz), 7.49 (1H, t, J=7.9 Hz), 7.28... The yield is 26.9%. Yields the product Cl.C(C)OC(=O)C1=CC2=C(S1)C=CC=C2N2CCN(CC2)CCCC2=CC=CC=C2 (ethyl-4-[4-(3-phenylpropyl)-1-piperazinyl]-benzo[b]thiophene-2-carboxylate monohydrochloride). Run in CS(=O)C (dimethyl sulfoxide). The reactants are Cl.C(C)OC(=O)C1=CC2=C(S1)C=CC=C2N2CCNCC2 (ethyl-4-(1-piperazinyl)-benzo[b]thiophene-2-carboxylate monohydrochloride), BrCCCC1=CC=CC=C1 (1-bromo-3-phenylpropane), C([O-])(O)=O.[Na+] (sodium bicarbonate). The reactants are CN(C)C=O, COc1cc2c(O)ncnc2cc1OCCCN1CCCC1, O=S(Cl)Cl. Product: COc1cc2c(Cl)ncnc2cc1OCCCN1CCCC1. As a reaction SMILES: [O:27]=[CH:28][N:29]([CH3:30])[CH3:31].[OH:1][c:2]1[n:3][cH:4][n:5][c:6]2[cH:7][c:8]([O:14][CH2:15][CH2:16][CH2:17][N:18]3[CH2:19][CH2:20][CH2:21][CH2:22]3)[c:9]([O:12][CH3:13])[cH:10][c:11]12.[S:23]([Cl:24])([Cl:25])=[O:26]>>[c:2]1([Cl:25])[n:3][cH:4][n:5][c:6]2[cH:7][c:8]([O:14][CH2:15][CH2:16][CH2:17][N:18]3[CH2:19][CH2:20][CH2:21][CH2:22]3)[c:9]([O:12][CH3:13])[cH:10][c:11]12. The reactants are CCOCC, C1CCOC1, COC(=O)c1ccc(C#C[Se]c2ccc3c(c2)C(C)(C)CCC3(C)C)cc1, CO, Cl, [Li+], [OH-], O, O. Yields the product CC1(C)CCC(C)(C)c2cc([Se]C#Cc3ccc(C(=O)O)cc3)ccc21. As a reaction SMILES: [CH2:31]([O:32][CH2:33][CH3:34])[CH3:35].[CH2:37]1[O:38][CH2:39][CH2:40][CH2:41]1.[CH3:3][C:4]1([CH3:29])[c:5]2[cH:6][cH:7][c:8]([Se:16][C:17]#[C:18][c:19]3[cH:20][cH:21][c:22]([C:23](=[O:24])[O:25][CH3:26])[cH:27][cH:28]3)[cH:9][c:10]2[C:11]([CH3:14])([CH3:15])[CH2:12][CH2:13]1.[CH3:42][OH:43].[ClH:36].[Li+:1].[OH-:2].[OH2:30].[OH2:44]>>[CH3:3][C:4]1([CH3:29])[c:5]2[cH:6][cH:7][c:8]([Se:16][C:17]#[C:18][c:19]3[cH:20][cH:21][c:22]([C:23](=[O:24])[OH:25])[cH:27][cH:28]3)[cH:9][c:10]2[C:11]([CH3:14])([CH3:15])[CH2:12][CH2:13]1. Reactants: S(=O)(Cl)Cl (thionyl chloride), OCC=1C=C(C=NC1)C#N (5-(hydroxymethyl)pyridine-3-carbonitrile), Cl (HCl). Solvent: C1(=CC=CC=C1)C (toluene), C(Cl)Cl (DCM), O1CCOCC1 (dioxane). Reaction conditions: temperature 60 celsius. The product is ClCC=1C=C(C=NC1)C#N (5-(chloromethyl)pyridine-3-carbonitrile). Yield: 70.8%. RXN SMILES: O[CH2:2][C:3]1[CH:4]=[C:5]([C:9]#[N:10])[CH:6]=[N:7][CH:8]=1.Cl.S(Cl)([Cl:14])=O>C(Cl)Cl.O1CCOCC1.C1(C)C=CC=CC=1>[Cl:14][CH2:2][C:3]1[CH:4]=[C:5]([C:9]#[N:10])[CH:6]=[N:7][CH:8]=1. Procedure details: To 0.2 g (1.49 mmol) of 5-(hydroxymethyl)pyridine-3-carbonitrile in 2 mL of DCM is added 1 mL (4 mmol) of HCl 4N in dioxane. The mixture is concentrated under reduced pressure and then added to 0.65 mL (8.95 mmol) of thionyl chloride followed by heating for 3 hours at 60° C. After cooling to room temperature, the medium is taken up in 20 mL of toluene, and the precipitate formed is filtered off and then treated with 30 mL of DCM and 30 mL of saturated NaHCO3 solution. The organic phase is separa... Reactants: [OH-].[Na+] (NaOH), COC(C1=C(C=CC(=C1)S(=O)(=O)C1CC1)O)=O (5-cyclopropanesulfonyl-2-hydroxy-benzoic acid methyl ester), CC(C)O (2-propanol), C1(=CC=CC=C1)P(C1=NC=CC=C1)C1=CC=CC=C1 (diphenyl-2-pyridylphosphine), N(=NC(=O)OC(C)(C)C)C(=O)OC(C)(C)C (di-tert-butyl azodicarboxylate). Run in C1CCOC1 (THF). Reaction conditions: time 3 hour. The product is C1(CC1)S(=O)(=O)C=1C=CC(=C(C(=O)O)C1)OC(C)C (5-Cyclopropanesulfonyl-2-isopropoxy-benzoic acid). As a reaction SMILES: C[O:2][C:3](=[O:17])[C:4]1[CH:9]=[C:8]([S:10]([CH:13]2[CH2:15][CH2:14]2)(=[O:12])=[O:11])[CH:7]=[CH:6][C:5]=1[OH:16].[CH3:18][CH:19](O)[CH3:20].C1(P(C2C=CC=CC=2)C2C=CC=CN=2)C=CC=CC=1.N(C(OC(C)(C)C)=O)=NC(OC(C)(C)C)=O.[OH-].[Na+]>C1COCC1>[CH:13]1([S:10]([C:8]2[CH:7]=[CH:6][C:5]([O:16][CH:19]([CH3:20])[CH3:18])=[C:4]([CH:9]=2)[C:3]([OH:2])=[O:17])(=[O:12])=[O:11])[CH2:15][CH2:14]1 |f:4.5|. Procedure details: To 0.6 mmol 5-cyclopropanesulfonyl-2-hydroxy-benzoic acid methyl ester, 3.7 mmol 2-propanol and 0.9 mmol diphenyl-2-pyridylphosphine in 8 ml THF was added 0.9 mmol di-tert-butyl azodicarboxylate, and the mixture was stirred at RT for 3 h. 4 mmol 5 M aq NaOH solution was then added, and the mixture heated at 60° C. for 1 h. The mixture was then concentrated in vacuo. The residue was resuspended in ethyl acetate and washed twice with 1 M aq NaOH solution. The combined aqueous phases were then acid... Starting materials: C(C1=CC=CC=C1)(=O)O[C@@H]1C([C@@H]2CCC=3C4=CC[C@H]([C@@H](CCCC(C)C)C)[C@]4(CCC3[C@]2(CC1)C)C)(C)C (3β-benzoyloxy-4,4-dimethyl-5α-cholest-8,14-diene), ClC1=CC(=CC=C1)C(=O)OO (meta-chloro-perbenzoic acid). Run in C(C)OCC (diethyl ether), C([O-])(O)=O.[Na+] (sodium bicarbonate). Reaction conditions: time 30 minute. Product: C(C1=CC=CC=C1)(=O)O[C@@H]1C([C@H]2CCC=3[C@@H]4C(C[C@H]([C@@H](CCCC(C)C)C)[C@]4(CCC3[C@]2(CC1)C)C)=O)(C)C (3β-benzoyloxy-4,4-dimethyl-5β-cholest-8-en-15-one). The yield is 75.4%. As a reaction SMILES: [C:1]([O:9][C@H:10]1[CH2:34][CH2:33][C@@:32]2([CH3:35])[C@@H:12]([CH2:13][CH2:14][C:15]3[C:16]4[C@:28]([CH3:36])([CH2:29][CH2:30][C:31]=32)[C@@H:19]([C@H:20]([CH3:27])[CH2:21][CH2:22][CH2:23][CH:24]([CH3:26])[CH3:25])[CH2:18][CH:17]=4)[C:11]1([CH3:38])[CH3:37])(=[O:8])[C:2]1[CH:7]=[CH:6][CH:5]=[CH:4][CH:3]=1.ClC1C=CC=C(C(OO)=[O:47])C=1>C(OCC)C.C(=O)(O)[O-].[Na+]>[C:1]([O:9][C@H:10]1[CH2:34][CH2:33][C@@:32]2([CH3:35])[C@H:12]([CH2:13][CH2:14][C:15]3[C@H:16]4[C@:28]([CH3:36])([CH2:29][CH2:30][C:31]=32)[C@@H:19]([C@H:20]([CH3:27])[CH2:21][CH2:22][CH2:23][CH:24]([CH3:26])[CH3:25])[CH2:18][C:17]4=[O:47])[C:11]1([CH3:38])[CH3:37])(=[O:8])[C:2]1[CH:7]=[CH:6][CH:5]=[CH:4][CH:3]=1 |f:3.4|. Procedure: To a solution of 3β-benzoyloxy-4,4-dimethyl-5α-cholest-8,14-diene (5.0 g, 10.2 mmol) in diethyl ether solution (300 mL) and 0.5M aqueous sodium bicarbonate (300 mL) was added meta-chloro-perbenzoic acid (2.44 g, 11.3 mmol) (Aldrich). After 30 min, the ether fraction was separated from the sodium bicarbonate layer and the aqueous fraction was repeatedly extracted with diethyl ether (5×500 mL). The organic fractions were combined, washed with brine (1×100 mL), dried over magnesium sulfate, filtere...